Dataset: the Open Reaction Database (ORD), a public repository of structured organic reaction records. Task: describe an organic reaction: reactants, conditions, products, and yield Starting materials: C(C1=CC=CC=C1)(C1=CC=CC=C1)O (benzhydrol), N1CCC(CC1)CO (piperidin-4-yl-methanol), O.C1(=CC=C(C=C1)S(=O)(=O)O)C (p-toluenesulfonic acid monohydrate). Solvent: C1(=CC=CC=C1)C (toluene). The product is crude product, C1(=CC=CC=C1)C(OCC1CCNCC1)C1=CC=CC=C1 (4-(1,1-diphenyl-methoxymethyl)-piperidine). The yield is 82.8%. RXN SMILES: [CH:1]([OH:14])([C:8]1[CH:13]=[CH:12][CH:11]=[CH:10][CH:9]=1)[C:2]1[CH:7]=[CH:6][CH:5]=[CH:4][CH:3]=1.[NH:15]1[CH2:20][CH2:19][CH:18]([CH2:21]O)[CH2:17][CH2:16]1.O.C1(C)C=CC(S(O)(=O)=O)=CC=1>C1(C)C=CC=CC=1>[C:2]1([CH:1]([C:8]2[CH:9]=[CH:10][CH:11]=[CH:12][CH:13]=2)[O:14][CH2:21][CH:18]2[CH2:19][CH2:20][NH:15][CH2:16][CH2:17]2)[CH:7]=[CH:6][CH:5]=[CH:4][CH:3]=1 |f:2.3|. Procedure: To a round bottom flask, benzhydrol (1.84 g, 10 mmol, 1.0 eq.), piperidin-4-yl-methanol (1.15 g, 10 mmol, 1.0 eq.), and p-toluenesulfonic acid monohydrate (2.09 g, 1.1 eq.) were suspended in toluene (400 ml). The mixture was refluxed with a Dean-Stark condenser for 3-4 hours. After cooling to room temperature, the solution was washed with 5% NaOH solution (2×20 ml), then with water (2×20 ml). The solution was then dried over anhydrous Na2SO4. The solvent was then removed under vacuum. The crude ...